This data is from the Open Reaction Database (ORD), a public repository of structured organic reaction records. The task is: describe an organic reaction: reactants, conditions, products, and yield Starting materials: CCc1c(C)[nH]c(=O)c([N+](=O)[O-])c1O, CC[N+](CC)(CC)Cc1ccccc1, CC#N, [Cl-], CCc1c[nH]c(=O)c([N+](=O)[O-])c1Cl, O=P(Cl)(Cl)Cl. The product is CCc1c(C)[nH]c(=O)c([N+](=O)[O-])c1Cl. RXN SMILES: [CH2:19]([c:20]1[c:21]([OH:22])[c:23]([N+:24]([O-:25])=[O:26])[c:27](=[O:28])[nH:29][c:30]1[CH3:31])[CH3:32].[CH2:34]([N+:35]([CH2:36][CH3:37])([CH2:38][CH3:39])[CH2:40][CH3:41])[c:42]1[cH:43][cH:44][cH:45][cH:46][cH:47]1.[CH3:48][C:49]#[N:50].[Cl-:33].[Cl:1][c:2]1[c:3]([N+:11](=[O:12])[O-:13])[c:4](=[O:10])[nH:5][cH:6][c:7]1[CH2:8][CH3:9].[P:14]([Cl:15])([Cl:16])([Cl:17])=[O:18]>>[Cl:1][c:2]1[c:3]([N+:11](=[O:12])[O-:13])[c:4](=[O:10])[nH:5][c:6]([CH3:19])[c:7]1[CH2:8][CH3:9]. Reactants: C(C)(=O)O[BH-](OC(C)=O)OC(C)=O.[Na+] (Sodium triacetoxyborohydride), ClC=1C(=NC=C(N1)N(C(C)C)C)C=O (3-chloro-5-[methyl(1-methylethyl)amino]pyrazine-2-carbaldehyde), C(C1=CC=CC=C1)NCCO (N-benzylethanolamine), C([O-])([O-])=O.[K+].[K+] (potassium carbonate). Run in C(C)#N (acetonitrile), C(C)(=O)O (acetic acid), C(C)(=O)OCC (ethyl acetate). Reaction conditions: time 5 hour. Product: C(C1=CC=CC=C1)N(CCO)CC1=NC=C(N=C1Cl)N(C(C)C)C (2-[benzyl({3-chloro-5-[methyl(1-methylethyl)amino]pyrazin-2-yl}methyl)amino]ethanol). The yield is 107.5%. Reaction SMILES: C(O[BH-](OC(=O)C)OC(=O)C)(=O)C.[Na+].[Cl:15][C:16]1[C:17]([CH:27]=O)=[N:18][CH:19]=[C:20]([N:22]([CH3:26])[CH:23]([CH3:25])[CH3:24])[N:21]=1.[CH2:29]([NH:36][CH2:37][CH2:38][OH:39])[C:30]1[CH:35]=[CH:34][CH:33]=[CH:32][CH:31]=1.C(=O)([O-])[O-].[K+].[K+]>C(#N)C.C(OCC)(=O)C.C(O)(=O)C>[CH2:29]([N:36]([CH2:27][C:17]1[C:16]([Cl:15])=[N:21][C:20]([N:22]([CH3:26])[CH:23]([CH3:24])[CH3:25])=[CH:19][N:18]=1)[CH2:37][CH2:38][OH:39])[C:30]1[CH:35]=[CH:34][CH:33]=[CH:32][CH:31]=1 |f:0.1,4.5.6|. Reported procedure: Sodium triacetoxyborohydride (12.8 g) was added to a solution of 3-chloro-5-[methyl(1-methylethyl)amino]pyrazine-2-carbaldehyde (8.6 g), N-benzylethanolamine (7.3 g) and acetic acid (6.9 mL) in acetonitrile (86 mL), and the mixture was stirred at room temperature for 5 hr. To the reaction mixture were added ethyl acetate and 2M aqueous potassium carbonate solution (86 mL), and the aqueous layer was extracted with ethyl acetate. The combined organic layer was washed with water and saturated brine... The reactants are [BH3-]C#N, NCCc1ccccc1, CCOC(=O)C1CCCC1=O, CC(=O)O, CCO, [Na+]. The product is CCOC(=O)C1CCCC1NCCc1ccccc1. Reaction SMILES: [C:21]([BH3-:22])#[N:23].[CH2:12]([CH2:13][c:14]1[cH:15][cH:16][cH:17][cH:18][cH:19]1)[NH2:20].[CH2:1]([CH3:2])[O:3][C:4](=[O:5])[CH:6]1[C:7](=[O:11])[CH2:8][CH2:9][CH2:10]1.[CH3:25][C:26](=[O:27])[OH:28].[CH3:29][CH2:30][OH:31].[Na+:24]>>[CH2:1]([CH3:2])[O:3][C:4](=[O:5])[CH:6]1[CH:7]([NH:20][CH2:12][CH2:13][c:14]2[cH:15][cH:16][cH:17][cH:18][cH:19]2)[CH2:8][CH2:9][CH2:10]1. Starting materials: C[O-].[Na+] (NaOMe), solution, C(C)(C)(C)OC(=O)N1CC(C2=CC=C(C=C12)[N+](=O)[O-])(C(=O)OC)C(=O)OC (1-(t-butyloxycarbonyl)-3,3-di(methoxycarbonyl)-6-nitroindoline), FC(C(=O)O)(F)F (trifluoroacetic acid), [N+]([O-])([O-])=C (nitronate). The solvent is [Na+].[Cl-] (NaCl), CO (MeOH), C1CCOC1 (THF). Product: C(C)(C)(C)OC(=O)N1CC(C2=CC=C(C=C12)[N+](=O)[O-])C(=O)OC (1-(t-Butyloxycarbonyl)-3-(methoxycarbonyl)-6-nitroindoline). RXN SMILES: C[O-].[Na+].[C:4]([O:8][C:9]([N:11]1[C:19]2[C:14](=[CH:15][CH:16]=[C:17]([N+:20]([O-:22])=[O:21])[CH:18]=2)[C:13](C(OC)=O)([C:23]([O:25][CH3:26])=[O:24])[CH2:12]1)=[O:10])([CH3:7])([CH3:6])[CH3:5].FC(F)(F)C(O)=O.[N+](=C)([O-])[O-]>CO.C1COCC1.[Na+].[Cl-]>[C:4]([O:8][C:9]([N:11]1[C:19]2[C:14](=[CH:15][CH:16]=[C:17]([N+:20]([O-:22])=[O:21])[CH:18]=2)[CH:13]([C:23]([O:25][CH3:26])=[O:24])[CH2:12]1)=[O:10])([CH3:7])([CH3:6])[CH3:5] |f:0.1,7.8|. Reported procedure: NaOMe (4.8 mL of a 1.28 M solution in MeOH, 6.1 mmol) was added dropwise to a solution of 1-(t-butyloxycarbonyl)-3,3-di(methoxycarbonyl)-6-nitroindoline (2.11 g, 5.55 mmol) in THF (100 mL) under nitrogen at 20° C., immediately giving an intense purple colour. After 5 min trifluoroacetic acid (0.51 mL, 6.7 mmol) was added in one portion, causing the nitronate colour to disperse. The pale yellow solution was diluted with aq. NaCl, extracted with EtOAc, and the extracts dried (Na2SO4) and evaporate... Starting materials: FC1=C(C=C(N)C=C1)[N+](=O)[O-] (4-fluoro-3-nitroaniline), N1=CC=CC=C1 (pyridine), CS(=O)(=O)Cl (methanesulfonyl chloride). Solvent: C(Cl)Cl (DCM). Run at temperature 0 celsius, time 4 hour. Product: FC1=C(C=C(C=C1)NS(=O)(=O)C)[N+](=O)[O-] (N-(4-fluoro-3-nitrophenyl)methane sulfonamide). RXN SMILES: [F:1][C:2]1[CH:8]=[CH:7][C:5]([NH2:6])=[CH:4][C:3]=1[N+:9]([O-:11])=[O:10].N1C=CC=CC=1.[CH3:18][S:19](Cl)(=[O:21])=[O:20]>C(Cl)Cl>[F:1][C:2]1[CH:8]=[CH:7][C:5]([NH:6][S:19]([CH3:18])(=[O:21])=[O:20])=[CH:4][C:3]=1[N+:9]([O-:11])=[O:10]. Procedure: To a stirred solution of 4-fluoro-3-nitroaniline (0.5 g, 0.023 mol) in DCM (10 ml) and pyridine (0.98 g, 0.012 mol) was added methanesulfonyl chloride (0.54 g, 0.0048 mol) portion wise at 0° C. with constant stirring. The reaction mixture was allowed to stir at 0° C. for 4 h. The reaction mixture was concentrated and diluted with water (20 ml) and extracted with DCM (3×15 ml). The combined organic layers were washed with 1 N HCl and NaHCO3 solution dried over Na2SO4 and concentrated in vacuo to ...